Dataset: the Open Reaction Database (ORD), a public repository of structured organic reaction records. Task: describe an organic reaction: reactants, conditions, products, and yield The reactants are FC=1C=C(C=CC1N1CC(N(CC1)CC)=O)[N+](=O)[O-] (3-Fluoro-4-(4-ethyl-3-oxopiperazin-1-yl)nitrobenzene). The solvent is C(C)(=O)OCC (ethyl acetate). The product is NC=1C=CC(=C(C1)F)N1CC(N(CC1)CC)=O (5-amino-2-(4-ethyl-3-oxopiperazin-1-yl)fluorobenzene). Reaction SMILES: [F:1][C:2]1[CH:3]=[C:4]([N+:17]([O-])=O)[CH:5]=[CH:6][C:7]=1[N:8]1[CH2:13][CH2:12][N:11]([CH2:14][CH3:15])[C:10](=[O:16])[CH2:9]1>C(OCC)(=O)C>[NH2:17][C:4]1[CH:5]=[CH:6][C:7]([N:8]2[CH2:13][CH2:12][N:11]([CH2:14][CH3:15])[C:10](=[O:16])[CH2:9]2)=[C:2]([F:1])[CH:3]=1. Procedure details: 3-Fluoro-4-(4-ethyl-3-oxopiperazin-1-yl)nitrobenzene (3.4 g) was dissolved in ethyl acetate (200 ml) and the solution flushed with argon. Palladium (10% on carbon, 180 mg) was added, and the mixture hydrogenated under ambient pressure. After gas uptake had ceased, the mixture was filtered through celite and solvent evaporated to give 5-amino-2-(4-ethyl-3-oxopiperazin-1-yl)fluorobenzene, which was used without further purification.